Dataset: the Open Reaction Database (ORD), a public repository of structured organic reaction records. Task: describe an organic reaction: reactants, conditions, products, and yield Starting materials: CS(C)=O, C[Si](C)(C)CCOCn1cc(C#N)c(=O)c2cc([N+](=O)[O-])c(Cl)cc21, Cl, O. Yields the product C[Si](C)(C)CCOCn1cc(C#N)c(=O)c2cc([N+](=O)[O-])c(S)cc21. As a reaction SMILES: [CH3:28][S:29](=[O:30])[CH3:31].[Cl:1][c:2]1[c:3]([N+:23](=[O:24])[O-:25])[cH:4][c:5]2[c:6](=[O:22])[c:7]([C:20]#[N:21])[cH:8][n:9]([CH2:12][O:13][CH2:14][CH2:15][Si:16]([CH3:17])([CH3:18])[CH3:19])[c:10]2[cH:11]1.[ClH:27].[OH2:26]>>[c:2]1([SH:29])[c:3]([N+:23](=[O:24])[O-:25])[cH:4][c:5]2[c:6](=[O:22])[c:7]([C:20]#[N:21])[cH:8][n:9]([CH2:12][O:13][CH2:14][CH2:15][Si:16]([CH3:17])([CH3:18])[CH3:19])[c:10]2[cH:11]1. RXN SMILES: [CH3:15][I:16].[CH3:1][C:2]1([CH3:14])[CH2:3][CH:4]([CH2:9][CH2:10][N:11]([CH3:12])[CH3:13])[CH2:5][CH:6]([CH3:8])[CH2:7]1.[cH:17]1[cH:18][cH:19][cH:20][cH:21][cH:22]1>>[CH3:1][C:2]1([CH3:14])[CH2:3][CH:4]([CH2:9][CH2:10][N+:11]([CH3:12])([CH3:13])[CH3:15])[CH2:5][CH:6]([CH3:8])[CH2:7]1.[I-:16]. Starting materials: CI, CC1CC(CCN(C)C)CC(C)(C)C1, c1ccccc1. Product: CC1CC(CC[N+](C)(C)C)CC(C)(C)C1, [I-]. Yields the product C(C1=CC=CC=C1)N1C(N([C@@H]([C@@H]1C(=O)OC)C(=O)O)CC1=CC=CC=C1)=O ((4S,5R)-1,3-dibenzyl-5-methoxycarbonyl-2-oxoimidazolidine-4-carboxylic acid). Run in P(=O)([O-])([O-])[O-] (phosphate). As a reaction SMILES: [CH2:1]([N:8]1[C@H:12]([C:13]([O:15][CH3:16])=[O:14])[C@H:11]([C:17]([O:19]C)=[O:18])[N:10]([CH2:21][C:22]2[CH:27]=[CH:26][CH:25]=[CH:24][CH:23]=2)[C:9]1=[O:28])[C:2]1[CH:7]=[CH:6][CH:5]=[CH:4][CH:3]=1.C(Cl)(Cl)Cl.S(=O)(=O)(O)O>P([O-])([O-])([O-])=O>[CH2:1]([N:8]1[C@@H:12]([C:13]([O:15][CH3:16])=[O:14])[C@@H:11]([C:17]([OH:19])=[O:18])[N:10]([CH2:21][C:22]2[CH:27]=[CH:26][CH:25]=[CH:24][CH:23]=2)[C:9]1=[O:28])[C:2]1[CH:7]=[CH:6][CH:5]=[CH:4][CH:3]=1. Reactants: C(Cl)(Cl)Cl (Chloroform), C(C1=CC=CC=C1)N1C(N([C@H]([C@H]1C(=O)OC)C(=O)OC)CC1=CC=CC=C1)=O (dimethyl cis-1,3-dibenzyl-2-oxoimidazolidine-4,5-dicarboxylate), S(O)(O)(=O)=O (sulfuric acid). Yield: 90.3%. Run at time 30 hour. Procedure details: To a suspension of dimethyl cis-1,3-dibenzyl-2-oxoimidazolidine-4,5-dicarboxylate (500 mg) in 0.1M phosphate buffer (pH 8.0, 50 ml) was added Pig Liver Esterase (manufactured by Sigma Lab., 1600 units, 10 mg). The mixture was stirred at room temperature for 30 hours. Chloroform (150 ml) was added to the mixture. Then, the mixture was adjusted to pH 2 with diluted sulfuric acid. The chloroform layer was separated from the aqueous layer, washed with water, dried over anhydrous magnesium sulfate an...